From a dataset of the Open Reaction Database (ORD), a public repository of structured organic reaction records. describe an organic reaction: reactants, conditions, products, and yield Reactants: CN=C(N(C)C)N(C)C(C)(C)C, COC(C)(C)C, C1CCOC1, COC(=O)C1=Cc2ccccc2Oc2ccc(Cl)cc21, Cl, C[N+](=O)[O-], O. The product is COC(=O)C1c2cc(Cl)ccc2Oc2ccccc2C1C[N+](=O)[O-]. As a reaction SMILES: [C:21]([N:22]([CH3:23])[C:24](=[N:25][CH3:26])[N:27]([CH3:28])[CH3:29])([CH3:30])([CH3:31])[CH3:32].[C:44]([O:45][CH3:46])([CH3:47])([CH3:48])[CH3:49].[CH2:38]1[O:39][CH2:40][CH2:41][CH2:42]1.[CH3:1][O:2][C:3](=[O:4])[C:5]1=[CH:6][c:7]2[c:8]([cH:17][cH:18][cH:19][cH:20]2)[O:9][c:10]2[c:11]1[cH:12][c:13]([Cl:16])[cH:14][cH:15]2.[ClH:37].[N+:33](=[O:34])([O-:35])[CH3:36].[OH2:43]>>[CH3:1][O:2][C:3](=[O:4])[CH:5]1[CH:6]([CH2:36][N+:33](=[O:34])[O-:35])[c:7]2[c:8]([cH:17][cH:18][cH:19][cH:20]2)[O:9][c:10]2[c:11]1[cH:12][c:13]([Cl:16])[cH:14][cH:15]2. The reactants are BrC=1NC2=C(N1)C=C(C(=C2)Cl)Cl (2-Bromo-5,6-dichlorobenzimidazole), stannic chloride, stannic chloride, S(=O)(=O)([O-])[O-].[Na+].[Na+] (sodium sulfate), C(C)(=O)N (acetamide), C(C)(=O)OC1[C@H](OC(C)=O)[C@@H](OC(C)=O)[C@H](OC(C)=O)CO1 (1,2,3,4-tetra-O-acetyl-xylopyranose), stannic chloride. The solvent is C(C)(=O)OCC (ethyl acetate), C(C)#N (acetonitrile). Conditions: time 1.5 hour. Product: BrC1=NC2=C(N1[C@H]1[C@H](OC(C)=O)[C@@H](OC(C)=O)[C@H](OC(C)=O)CO1)C=C(C(=C2)Cl)Cl (2-bromo-5,6-dichloro-1-(2,3,4-tri-O-acetyl-beta-D-xylopyranosyl)-1H-benzimidazole). The yield is 25.5%. As a reaction SMILES: [Br:1][C:2]1[NH:3][C:4]2[CH:10]=[C:9]([Cl:11])[C:8]([Cl:12])=[CH:7][C:5]=2[N:6]=1.C(N)(=O)C.C(O[CH:21]1[O:38][CH2:37][C@@H:32]([O:33][C:34](=[O:36])[CH3:35])[C@H:27]([O:28][C:29](=[O:31])[CH3:30])[C@H:22]1[O:23][C:24](=[O:26])[CH3:25])(=O)C.S([O-])([O-])(=O)=O.[Na+].[Na+]>C(OCC)(=O)C.C(#N)C>[Br:1][C:2]1[N:3]([C@@H:37]2[O:38][CH2:21][C@@H:22]([O:23][C:24](=[O:26])[CH3:25])[C@H:27]([O:28][C:29](=[O:31])[CH3:30])[C@H:32]2[O:33][C:34](=[O:36])[CH3:35])[C:4]2[CH:10]=[C:9]([Cl:11])[C:8]([Cl:12])=[CH:7][C:5]=2[N:6]=1 |f:3.4.5|. Reported procedure: 2-Bromo-5,6-dichlorobenzimidazole (0.25 g, 0.94 mmol), N,O-bis(trimethylsiyl) acetamide (Aldrich, 1.4 ml, 5.6 mmol), and acetonitrile (Aldrich Sure Seal, 20 ml) were combined and magnetically stirred under a nitrogen atmosphere for 1.5 h. To the silylated base was added 0.30 g (0.94 mmol) 1,2,3,4-tetra-O-acetyl-xylopyranose (Aldrich, Milwaukee) followed by stannic chloride (1.4 mmol, 0.12 ml, Aldrich, Milwaukee). The solution stirred under nitrogen overnight, and additional stannic chloride (0.3... Reactants: ClC1=NC2=C(N1[C@H]1[C@H](OC(C)=O)[C@H](OC(C)=O)[C@H](O1)COC(C)=O)C=C(C(=C2Br)Br)Br (2-Chloro-1-(2,3,5-tri-O-acetyl-β-D-ribofuranosyl)-4,5,6-tribromobenzimidazole), [C-]#N.[K+] (KCN), CCO (EtOH). Run in CCOC(=O)C (EtOAc). Reaction conditions: time 6 hour. Product: ClC1=NC2=C(N1[C@H]1[C@H](O)[C@H](O)[C@H](O1)CO)C=C(C(=C2Br)Br)Br (2-Chloro-1-(β-D-ribofuranosyl)-4,5,6-tribromobenzimidazole). As a reaction SMILES: [Cl:1][C:2]1[N:6]([C@@H:7]2[O:19][C@H:18]([CH2:20][O:21]C(=O)C)[C@@H:13]([O:14]C(=O)C)[C@H:8]2[O:9]C(=O)C)[C:5]2[CH:25]=[C:26]([Br:31])[C:27]([Br:30])=[C:28]([Br:29])[C:4]=2[N:3]=1.[C-]#N.[K+].CCO>CCOC(C)=O>[Cl:1][C:2]1[N:6]([C@@H:7]2[O:19][C@H:18]([CH2:20][OH:21])[C@@H:13]([OH:14])[C@H:8]2[OH:9])[C:5]2[CH:25]=[C:26]([Br:31])[C:27]([Br:30])=[C:28]([Br:29])[C:4]=2[N:3]=1 |f:1.2|. Procedure details: A mixture of 0.430 g (0.664 mmol) of the blocked nucleoside (102) and 0.216 g (3.317 mmol) of KCN in 13 of mL of 70% EtOH was stirred at room temperature for 6 hr. The reaction mixture was diluted with 75 mL of EtOAc. The EtOAc solution was washed with H2O (50 mL), sat. NaCl solution (50 mL), dried (Na2SO4), and evaporated. The residue was chromatographed on a silica column (1.9×15 cm, eluted successively with CHCl3, 1%, 2%, 3% MeOH/CHCl3). Evaporation of fractions 43-60 (10 mL per fraction) and... Reaction conditions: time 1 hour. Product: BrC1=C(OC2=NC3=C(N2C)C(=CC=C3O)C(CC)CC)C=CC(=C1)Cl (2-(2-Bromo-4-chlorophenoxy)-7-(1-ethylpropyl)-1-methyl-1H-benzimidazol-4-ol). Reaction SMILES: [Br:1][C:2]1[CH:25]=[C:24]([Cl:26])[CH:23]=[CH:22][C:3]=1[O:4][C:5]1[N:9]([CH3:10])[C:8]2[C:11]([CH:17]([CH2:20][CH3:21])[CH2:18][CH3:19])=[CH:12][CH:13]=[C:14]([O:15]C)[C:7]=2[N:6]=1.B(Br)(Br)Br>ClCCl>[Br:1][C:2]1[CH:25]=[C:24]([Cl:26])[CH:23]=[CH:22][C:3]=1[O:4][C:5]1[N:9]([CH3:10])[C:8]2[C:11]([CH:17]([CH2:18][CH3:19])[CH2:20][CH3:21])=[CH:12][CH:13]=[C:14]([OH:15])[C:7]=2[N:6]=1. Yield: 87.8%. Starting materials: BrC1=C(OC2=NC3=C(N2C)C(=CC=C3OC)C(CC)CC)C=CC(=C1)Cl (2-(2-bromo-4-chlorophenoxy)-7-(1-ethylpropyl)-4-methoxy-1-methyl-1H-benzimidazole), B(Br)(Br)Br (boron tribromide). Procedure details: To a solution of 2-(2-bromo-4-chlorophenoxy)-7-(1-ethylpropyl)-4-methoxy-1-methyl-1H-benzimidazole (80 mg, 0.18 mmol) in dichloromethane (2 mL) was added dropwise a dichloromethane solution (1M, 2 mL) of boron tribromide at 0° C., and stirred at room temperature for 1 h. The reaction mixture was cooled at 0° C., quenched with water, and extracted with ethyl acetate. The organic layer was dried over magnesium sulfate, filtered, and concentrated in vacuo. The residue was washed with isopropyl ethe... Solvent: ClCCl (dichloromethane), ClCCl (dichloromethane). The reactants are COc1cc2ncnc(Oc3ccc(N)cc3)c2cc1OC, CCO, Cc1ccccc1, O=C(N=C=S)c1ccccc1. The product is COc1cc2ncnc(Oc3ccc(NC(=S)NC(=O)c4ccccc4)cc3)c2cc1OC. RXN SMILES: [CH3:1][O:2][c:3]1[cH:4][c:5]2[c:6]([O:15][c:16]3[cH:17][cH:18][c:19]([NH2:20])[cH:21][cH:22]3)[n:7][cH:8][n:9][c:10]2[cH:11][c:12]1[O:13][CH3:14].[CH3:23][CH2:24][OH:25].[CH3:37][c:38]1[cH:39][cH:40][cH:41][cH:42][cH:43]1.[c:26]1([C:32](=[O:33])[N:34]=[C:35]=[S:36])[cH:27][cH:28][cH:29][cH:30][cH:31]1>>[CH3:1][O:2][c:3]1[cH:4][c:5]2[c:6]([O:15][c:16]3[cH:17][cH:18][c:19]([NH:20][C:35]([NH:34][C:32]([c:26]4[cH:27][cH:28][cH:29][cH:30][cH:31]4)=[O:33])=[S:36])[cH:21][cH:22]3)[n:7][cH:8][n:9][c:10]2[cH:11][c:12]1[O:13][CH3:14].